This data is from the Open Reaction Database (ORD), a public repository of structured organic reaction records. The task is: describe an organic reaction: reactants, conditions, products, and yield The reactants are CCOC(=O)CN1C(=O)CSC1=NN=C(C)C, ClC(Cl)Cl, Cl, [Na+], O=C([O-])O. Yields the product CCOC(=O)CN1C(=O)CSC1=NN. As a reaction SMILES: [CH2:1]([CH3:2])[O:3][C:4](=[O:5])[CH2:6][N:7]1[C:8](=[N:13][N:14]=[C:15]([CH3:16])[CH3:17])[S:9][CH2:10][C:11]1=[O:12].[CH:24]([Cl:25])([Cl:26])[Cl:27].[ClH:18].[Na+:19].[OH:20][C:21](=[O:22])[O-:23]>>[CH2:1]([CH3:2])[O:3][C:4](=[O:5])[CH2:6][N:7]1[C:8](=[N:13][NH2:14])[S:9][CH2:10][C:11]1=[O:12]. The reactants are COC1=C(CN(S(=O)(=O)C2=C(C=C(C(=C2)F)O[C@@H]2[C@H](CCCC2)C2=CC=CC=C2)F)C2=NC=NS2)C=CC(=C1)OC (N-(2,4-dimethoxybenzyl)-2,5-difluoro-4-{[(1S,2R)-2-phenylcyclohexyl]oxy}-N-(1,2,4-thiadiazol-5-yl)benzenesulfonamide), C(C)[SiH](CC)CC (triethylsilane), FC(C(=O)O)(F)F (trifluoroacetic acid). Solvent: ClCCl (dichloromethane). Yields the product FC1=C(C=C(C(=C1)O[C@@H]1[C@H](CCCC1)C1=CC=CC=C1)F)S(=O)(=O)NC1=NC=NS1 (2,5-Difluoro-4-{[(1S,2R)-2-phenylcyclohexyl]oxy}-N-(1,2,4-thiadiazol-5-yl)benzenesulfonamide). The yield is 74.1%. RXN SMILES: COC1C=C(OC)C=CC=1C[N:6]([C:31]1[S:35][N:34]=[CH:33][N:32]=1)[S:7]([C:10]1[CH:15]=[C:14]([F:16])[C:13]([O:17][C@H:18]2[CH2:23][CH2:22][CH2:21][CH2:20][C@@H:19]2[C:24]2[CH:29]=[CH:28][CH:27]=[CH:26][CH:25]=2)=[CH:12][C:11]=1[F:30])(=[O:9])=[O:8].C([SiH](CC)CC)C.FC(F)(F)C(O)=O>ClCCl>[F:30][C:11]1[CH:12]=[C:13]([O:17][C@H:18]2[CH2:23][CH2:22][CH2:21][CH2:20][C@@H:19]2[C:24]2[CH:25]=[CH:26][CH:27]=[CH:28][CH:29]=2)[C:14]([F:16])=[CH:15][C:10]=1[S:7]([NH:6][C:31]1[S:35][N:34]=[CH:33][N:32]=1)(=[O:9])=[O:8]. Reported procedure: The reaction and aftertreatment were conducted in the same manner as in Example 1b by using the N-(2,4-dimethoxybenzyl)-2,5-difluoro-4-{[(1S,2R)-2-phenylcyclohexyl]oxy}-N-(1,2,4-thiadiazol-5-yl)benzenesulfonamide (55.7 mg, 0.0926 mmol) prepared in Example 2a, triethylsilane (0.10 mL), trifluoroacetic acid (1.0 mL) and dichloromethane (1.0 mL), to yield the title compound (31.0 mg, 74%) as a colorless solid. Reactants: C(C)(C)(C)OC1=CC=C(C=C1)CCCCI (1-tert-butoxy-4-(4-iodobutyl)benzene), O (water), [H-].[Na+] (sodium hydride), N1C(=NC=C1)CCO (2-(1H-imidazol-2-yl)ethanol). Solvent: CN(C)C=O (DMF), CN(C)C=O (DMF). Conditions: time 30 minute. Yields the product C(C)(C)(C)OC1=CC=C(C=C1)CCCCN1C(=NC=C1)CCO (2-[1-[4-(4-tert-butoxyphenyl)butyl]-1H-imidazol-2-yl]ethanol). The yield is 75.2%. RXN SMILES: [H-].[Na+].[NH:3]1[CH:7]=[CH:6][N:5]=[C:4]1[CH2:8][CH2:9][OH:10].[C:11]([O:15][C:16]1[CH:21]=[CH:20][C:19]([CH2:22][CH2:23][CH2:24][CH2:25]I)=[CH:18][CH:17]=1)([CH3:14])([CH3:13])[CH3:12].O>CN(C=O)C>[C:11]([O:15][C:16]1[CH:17]=[CH:18][C:19]([CH2:22][CH2:23][CH2:24][CH2:25][N:3]2[CH:7]=[CH:6][N:5]=[C:4]2[CH2:8][CH2:9][OH:10])=[CH:20][CH:21]=1)([CH3:14])([CH3:13])[CH3:12] |f:0.1|. Reported procedure: 65% sodium hydride (1.78 g) was added to a solution of 2-(1H-imidazol-2-yl)ethanol (5.62 g) in DMF (80 ml) at 0° C., and the mixture was stirred at room temperature for 30 min. A solution of 1-tert-butoxy-4-(4-iodobutyl)benzene (13.3 g) in DMF (20 ml) was added to the mixture at 0° C., and the mixture was stirred at the same temperature for 5 hr. The reaction mixture was combined with water and extracted with ethyl acetate. The extract was washed successively with water (twice), and saturated br... Reactants: CC(C(=O)NC1=NC(=C(C(=O)OCC)C=C1)F)(C)C (ethyl 6-[(2,2-dimethylpropanoyl)amino]-2-fluoronicotinate), N (ammonia), O (water). Solvent: CC(C)O (2-propanol). Reaction conditions: temperature 70 celsius. The product is NC1=C(C(=O)OCC)C=CC(=N1)NC(C(C)(C)C)=O (Ethyl 2-amino-6-[(2,2-dimethylpropanoyl)amino]nicotinate). Isolated yield 55.0%. As a reaction SMILES: [CH3:1][C:2]([CH3:19])([CH3:18])[C:3]([NH:5][C:6]1[CH:16]=[CH:15][C:9]([C:10]([O:12][CH2:13][CH3:14])=[O:11])=[C:8](F)[N:7]=1)=[O:4].[NH3:20].O>CC(O)C>[NH2:20][C:8]1[N:7]=[C:6]([NH:5][C:3](=[O:4])[C:2]([CH3:19])([CH3:18])[CH3:1])[CH:16]=[CH:15][C:9]=1[C:10]([O:12][CH2:13][CH3:14])=[O:11]. Reported procedure: To a stirred solution of ethyl 6-[(2,2-dimethylpropanoyl)amino]-2-fluoronicotinate (M. C. Coldwell et al., Bioorg. Med. Chem. Lett., 1995, 39, 5, 1.5 g, 5.59 mmol) in 2-propanol (16 mL) was added 25% aqueous ammonia (4 mL) and the mixture was heated in a sealed tube at 70° C. for 4.5 h. After cooling to room temperature, water was added and the mixture was extracted with ethyl acetate. The separated organic layer was concentrated in vacuo and the residue was chromatographed on a column of silica... Starting materials: C1CCNC1, CC(C)O, Cc1cc(Cl)nc(Cl)n1. Yields the product Cc1cc(N2CCCC2)nc(Cl)n1. As a reaction SMILES: [CH2:10]1[CH2:11][CH2:12][NH:13][CH2:14]1.[CH:15]([OH:16])([CH3:17])[CH3:18].[Cl:1][c:2]1[n:3][c:4]([CH3:9])[cH:5][c:6]([Cl:8])[n:7]1>>[Cl:1][c:2]1[n:3][c:4]([CH3:9])[cH:5][c:6]([N:13]2[CH2:12][CH2:11][CH2:10][CH2:14]2)[n:7]1. The reactants are [H-].[Na+] (sodium hydride), ClC1=CC(=C(NS(=O)(=O)\C=C\C2=CC=CC=C2)C=C1)[N+](=O)[O-] (4-chloro-2-nitro-N-[(trans)-β-styrenesulfonyl]aniline), O (water), S(=O)(=O)(OC)OC (dimethyl sulfate). Run in CN(C)C=O (DMF). Product: ClC1=CC(=C(N(S(=O)(=O)\C=C\C2=CC=CC=C2)C)C=C1)[N+](=O)[O-] (4-Chloro-2-nitro-N-methyl-N-[(trans)-β-styrenesulfonyl]aniline). Yield: 95.1%. Reaction SMILES: [H-].[Na+].[Cl:3][C:4]1[CH:21]=[CH:20][C:7]([NH:8][S:9](/[CH:12]=[CH:13]/[C:14]2[CH:19]=[CH:18][CH:17]=[CH:16][CH:15]=2)(=[O:11])=[O:10])=[C:6]([N+:22]([O-:24])=[O:23])[CH:5]=1.S(OC)(O[CH3:29])(=O)=O.O>CN(C=O)C>[Cl:3][C:4]1[CH:21]=[CH:20][C:7]([N:8]([CH3:29])[S:9](/[CH:12]=[CH:13]/[C:14]2[CH:19]=[CH:18][CH:17]=[CH:16][CH:15]=2)(=[O:11])=[O:10])=[C:6]([N+:22]([O-:24])=[O:23])[CH:5]=1 |f:0.1|. Procedure details: To a suspension of sodium hydride (60%, 0.13 g (3.25 mmol)) in DMF (7.0 ml), 4-chloro-2-nitro-N-[(trans)-β-styrenesulfonyl]aniline (1.00 g (2,95 mmol)) was added with stirring at room temperature. To the resulting mixture, after 15 minutes' stirring at room temperature, dimethyl sulfate (0.32 ml (3.38 mmol)) was added. The resulting mixture was stirred at 80° C. for 3 hours, and then poured into water, extracted with diethyl ether. The extract was washed with 1% sodium hydroxide solution, water ... Starting materials: N1([C@H](C(=O)N[C@@H](CC2=CC=CC=C2)C(=O)N[C@H](CC2=CC=CC=C2)C(=O)NN)CCC1)C(=O)OC(C)(C)C (BocPro-Phe-DPheNHNH2), NCC(=O)N[C@@H](CC(C)C)C(=O)N[C@@H](CCSC)C(=O)N.Cl (HGly-Leu-MetNH2 hydrochloride), acyl azide. Product: N1([C@H](C(=O)N[C@@H](CC2=CC=CC=C2)C(=O)N[C@@H](CC2=CC=CC=C2)C(=O)NCC(=O)N[C@@H](CC(C)C)C(=O)N[C@@H](CCSC)C(=O)N)CCC1)C(=O)OC(C)(C)C (BocPro-Phe-Phe-Gly-Leu-MetNH2). The yield is 79.0%. As a reaction SMILES: [N:1]1([C:32]([O:34][C:35]([CH3:38])([CH3:37])[CH3:36])=[O:33])[CH2:31][CH2:30][CH2:29][C@H:2]1[C:3]([NH:5][C@H:6]([C:14]([NH:16][C@@H:17]([C:25]([NH:27]N)=[O:26])[CH2:18][C:19]1[CH:24]=[CH:23][CH:22]=[CH:21][CH:20]=1)=[O:15])[CH2:7][C:8]1[CH:13]=[CH:12][CH:11]=[CH:10][CH:9]=1)=[O:4].N[CH2:40][C:41]([NH:43][C@H:44]([C:49]([NH:51][C@H:52]([C:57]([NH2:59])=[O:58])[CH2:53][CH2:54][S:55][CH3:56])=[O:50])[CH2:45][CH:46]([CH3:48])[CH3:47])=[O:42].Cl>>[N:1]1([C:32]([O:34][C:35]([CH3:38])([CH3:37])[CH3:36])=[O:33])[CH2:31][CH2:30][CH2:29][C@H:2]1[C:3]([NH:5][C@H:6]([C:14]([NH:16][C@H:17]([C:25]([NH:27][CH2:40][C:41]([NH:43][C@H:44]([C:49]([NH:51][C@H:52]([C:57]([NH2:59])=[O:58])[CH2:53][CH2:54][S:55][CH3:56])=[O:50])[CH2:45][CH:46]([CH3:48])[CH3:47])=[O:42])=[O:26])[CH2:18][C:19]1[CH:24]=[CH:23][CH:22]=[CH:21][CH:20]=1)=[O:15])[CH2:7][C:8]1[CH:13]=[CH:12][CH:11]=[CH:10][CH:9]=1)=[O:4] |f:1.2|. Procedure details: Condensation of BocPro-Phe-DPheNHNH2 (2.44 g.) and HGly-Leu-MetNH2 hydrochloride salt (1.6 g.) by the acyl azide method (Yajima et al., Chem. Pharm. Bull., vol. 19, p. 1900, 1971) gave BocPro-Phe-Phe-Gly-Leu-MetNH2 in 79% yield. De-t-butoxycarbonylation of BocPro-Phe-Phe-Gly-Leu-MetNH2 using hydrogen chloride in acetic acid gave HPro-Phe-Phe-Gly-Leu-MetNH2, which was isolated as the amorphous white solid hydrochloride salt monohydrate in 31% yield.